From a dataset of the Open Reaction Database (ORD), a public repository of structured organic reaction records. describe an organic reaction: reactants, conditions, products, and yield Reaction SMILES: [N+:1]([C:4]1[CH:31]=[CH:30][C:7]([CH2:8][O:9][C:10]([N:12]2[CH2:16][C@@H:15]([S:17][C:18](=[O:20])[CH3:19])[CH2:14][C@H:13]2[CH2:21][O:22][Si](C(C)(C)C)(C)C)=[O:11])=[CH:6][CH:5]=1)([O-:3])=[O:2].Cl>CO.C(OCC)(=O)C>[N+:1]([C:4]1[CH:5]=[CH:6][C:7]([CH2:8][O:9][C:10]([N:12]2[CH2:16][C@@H:15]([S:17][C:18](=[O:20])[CH3:19])[CH2:14][C@H:13]2[CH2:21][OH:22])=[O:11])=[CH:30][CH:31]=1)([O-:3])=[O:2]. The solvent is CO (methanol), C(C)(=O)OCC (ethyl acetate). Procedure: (2S,4S)-1-(p-Nitrobenzyloxycarbonyl)-2-t-butyldimethylsilyloxymethyl-4-acetylthiopyrrolidine (0.85 g) was dissolved in methanol (8.5 ml), and 0.85 ml of 6N hydrochloric acid was added thereto. The resulting mixture was stirred at room temperature for 2.5 hours, diluted with ethyl acetate, washed with water, dried over anhydrous magnesium sulfate and distilled to remove the solvent. Recrystallization of the residue from diethyl ether gave (2S,4S)-1-(p-nitrobenzyloxycarbonyl)-2-hydroxymethyl-4-ace... The product is [N+](=O)([O-])C1=CC=C(COC(=O)N2[C@@H](C[C@@H](C2)SC(C)=O)CO)C=C1 ((2S,4S)-1-(p-nitrobenzyloxycarbonyl)-2-hydroxymethyl-4-acetylthiopyrrolidine). Reaction conditions: time 2.5 hour. The reactants are [N+](=O)([O-])C1=CC=C(COC(=O)N2[C@@H](C[C@@H](C2)SC(C)=O)CO[Si](C)(C)C(C)(C)C)C=C1 ((2S,4S)-1-(p-Nitrobenzyloxycarbonyl)-2-t-butyldimethylsilyloxymethyl-4-acetylthiopyrrolidine), Cl (hydrochloric acid). The reactants are CCOC(=O)c1[nH]c(C)cc1C, CN1CCC(=O)CC1, CC(=O)O, O=C(O)C(F)(F)F. The product is CCOC(=O)c1[nH]c(C)c(C2=CCN(C)CC2)c1C. As a reaction SMILES: [CH2:1]([CH3:2])[O:3][C:4](=[O:5])[c:6]1[nH:7][c:8]([CH3:12])[cH:9][c:10]1[CH3:11].[CH3:13][N:14]1[CH2:15][CH2:16][C:17](=[O:20])[CH2:18][CH2:19]1.[CH3:21][C:22](=[O:23])[OH:24].[F:25][C:26]([F:27])([F:28])[C:29]([OH:30])=[O:31]>>[CH2:1]([CH3:2])[O:3][C:4](=[O:5])[c:6]1[nH:7][c:8]([CH3:12])[c:9]([C:17]2=[CH:16][CH2:15][N:14]([CH3:13])[CH2:19][CH2:18]2)[c:10]1[CH3:11]. Run at temperature 140 celsius. Reactants: ClC=1C(=NC=C(C1)C(=O)OCC1=CC=CC=C1)C(=O)OCC1=CC=CC=C1 (dibenzyl 3-chloropyridine-2,5-dicarboxylate), C[S-].[Na+] (sodium thiomethoxide), O (water). Isolated yield 109.4%. Run in CS(=O)C (dimethyl sulfoxide). Product: CSC=1C(=NC=C(C1)C(=O)O)C(=O)O (3-(Methylthio)pyridine-2,5-dicarboxylic acid). Reported procedure: 4.6 g (12 mmol) of dibenzyl 3-chloropyridine-2,5-dicarboxylate were dissolved, at 20° C. and while stirring, in 30 ml of dimethyl sulfoxide, and after that 5.0 g (70 mmol) of sodium thiomethoxide were added, in association with which the temperature rose to 80° C. The reaction mixture was heated at 140° C. for 1 h and then cooled down, after which water was added to it; the oily layer was separated off and cone. hydrochloric acid (pH 1) was added to the aqueous DMSO phase, and the precipitated p... RXN SMILES: Cl[C:2]1[C:3]([C:18]([O:20]CC2C=CC=CC=2)=[O:19])=[N:4][CH:5]=[C:6]([C:8]([O:10]CC2C=CC=CC=2)=[O:9])[CH:7]=1.[CH3:28][S-:29].[Na+].O>CS(C)=O>[CH3:28][S:29][C:2]1[C:3]([C:18]([OH:20])=[O:19])=[N:4][CH:5]=[C:6]([C:8]([OH:10])=[O:9])[CH:7]=1 |f:1.2|. Starting materials: [BH4-], CCOC(=O)C(Cc1cccc(OC(F)(F)C(F)F)c1)C(=O)c1cccc(OCc2ccccc2)c1, CCOCC, [Cl-], [Cl-], Cl, [Na+], O, [Zn+2]. Product: CCOC(=O)C(Cc1cccc(OC(F)(F)C(F)F)c1)C(O)c1cccc(OCc2ccccc2)c1. As a reaction SMILES: [BH4-:1].[CH2:3]([c:4]1[cH:5][cH:6][cH:7][cH:8][cH:9]1)[O:10][c:11]1[cH:12][c:13]([C:17]([CH:18]([C:19](=[O:20])[O:21][CH2:22][CH3:23])[CH2:24][c:25]2[cH:26][c:27]([O:31][C:32]([CH:33]([F:34])[F:35])([F:36])[F:37])[cH:28][cH:29][cH:30]2)=[O:38])[cH:14][cH:15][cH:16]1.[CH3:41][CH2:42][O:43][CH2:44][CH3:45].[Cl-:46].[Cl-:48].[ClH:39].[Na+:2].[OH2:40].[Zn+2:47]>>[CH2:3]([c:4]1[cH:5][cH:6][cH:7][cH:8][cH:9]1)[O:10][c:11]1[cH:12][c:13]([CH:17]([CH:18]([C:19](=[O:20])[O:21][CH2:22][CH3:23])[CH2:24][c:25]2[cH:26][c:27]([O:31][C:32]([CH:33]([F:34])[F:35])([F:36])[F:37])[cH:28][cH:29][cH:30]2)[OH:38])[cH:14][cH:15][cH:16]1. The reactants are CCOC(=O)c1cc([N+](=O)[O-])cnc1C, CO. The product is CCOC(=O)c1cc(N)cnc1C. Reaction SMILES: [CH2:1]([CH3:2])[O:3][C:4]([c:5]1[c:6]([CH3:14])[n:7][cH:8][c:9]([N+:11]([O-:12])=[O:13])[cH:10]1)=[O:15].[CH3:16][OH:17]>>[CH2:1]([CH3:2])[O:3][C:4]([c:5]1[c:6]([CH3:14])[n:7][cH:8][c:9]([NH2:11])[cH:10]1)=[O:15].